This data is from the Open Reaction Database (ORD), a public repository of structured organic reaction records. The task is: describe an organic reaction: reactants, conditions, products, and yield Reactants: ClC=1C=CC(=C(N)C1)[N+](=O)[O-] (5-chloro-2-nitroaniline), CN(C1CCNCC1)C (4-(dimethylamino)piperidine), C(=O)([O-])[O-].[K+].[K+] (K2CO3), amine. The solvent is CN(C)C=O (DMF). Conditions: temperature 140 celsius, time 5 hour. Product: NC=1C=C(C=CC1[N+](=O)[O-])N1CCC(CC1)N(C)C ([1-(3-amino-4-nitro-phenyl)-piperidin-4-yl]-dimethyl-amine). Isolated yield 87.3%. Reaction SMILES: Cl[C:2]1[CH:3]=[CH:4][C:5]([N+:9]([O-:11])=[O:10])=[C:6]([CH:8]=1)[NH2:7].[CH3:12][N:13]([CH3:20])[CH:14]1[CH2:19][CH2:18][NH:17][CH2:16][CH2:15]1.C([O-])([O-])=O.[K+].[K+]>CN(C=O)C>[NH2:7][C:6]1[CH:8]=[C:2]([N:17]2[CH2:18][CH2:19][CH:14]([N:13]([CH3:20])[CH3:12])[CH2:15][CH2:16]2)[CH:3]=[CH:4][C:5]=1[N+:9]([O-:11])=[O:10] |f:2.3.4|. Reported procedure: To 5-chloro-2-nitroaniline (16.9 mmol) in DMF (56 mL) was added 4-(dimethylamino)piperidine (18.5 mmol) and K2CO3 (18.5 mmol). The reaction was stirred at 140° C. overnight after which another further 9.2 mmol of the amine was added. Stirring at 140° C. was continued for a further 5 hours. The mixture was allowed to cool and then the precipitate was collected by filtration. The precipitate was washed with EtOAc and then the combined filtrates were evaporated to dryness. The residue suspended in ...